The task is: describe an organic reaction: reactants, conditions, products, and yield. This data is from the Open Reaction Database (ORD), a public repository of structured organic reaction records. Reactants: C(C1=CN=CC=C1)(=O)O (nicotinic acid), S(=O)(Cl)Cl (thionyl chloride), C([O-])(O)=O.[Na+] (sodium bicarbonate), C(C)C(CO)CCCC (2-ethylhexyl alcohol). Solvent: C1=CC=CC=C1 (benzene), CN(C=O)C (dimethylformamide), C1=CC=CC=C1 (benzene). The product is C(C1=CN=CC=C1)(=O)OCC(CCCC)CC (2-ethylhexyl nicotinate). Yield: 48.3%. RXN SMILES: [C:1]([OH:9])(=[O:8])[C:2]1[CH:7]=[CH:6][CH:5]=[N:4][CH:3]=1.S(Cl)(Cl)=O.[CH2:14]([CH:16]([CH2:19][CH2:20][CH2:21][CH3:22])[CH2:17]O)[CH3:15].C(=O)(O)[O-].[Na+]>C1C=CC=CC=1.CN(C)C=O>[C:1]([O:9][CH2:17][CH:16]([CH2:14][CH3:15])[CH2:19][CH2:20][CH2:21][CH3:22])(=[O:8])[C:2]1[CH:7]=[CH:6][CH:5]=[N:4][CH:3]=1 |f:3.4|. Procedure: A mixture of 10 g of nicotinic acid (0.08 mol), 25 g of thionyl chloride (0.21 mol), 1.5 ml of dimethylformamide and 200 ml of benzene was refluxed in an eggplant type flask for 3 hours. The solvent was removed by distillation. To the residue were added 20.8 g (0.16 mol) of 2-ethylhexyl alcohol and benzene, and the mixture was refluxed for 4 hours. The reaction mixture was poured into a saturated aqueous solution of sodium bicarbonate. The benzene layer was separated, washed successively with a ... Reactants: COc1ccc(C(=O)O)cc1C=Cc1ccc(OC(F)(F)F)cc1, CCC(N)COC. Yields the product CCC(COC)NC(=O)c1ccc(OC)c(C=Cc2ccc(OC(F)(F)F)cc2)c1. As a reaction SMILES: [CH3:1][O:2][c:3]1[c:4]([CH:12]=[CH:13][c:14]2[cH:15][cH:16][c:17]([O:20][C:21]([F:22])([F:23])[F:24])[cH:18][cH:19]2)[cH:5][c:6]([C:7](=[O:8])[OH:9])[cH:10][cH:11]1.[NH2:25][CH:26]([CH2:27][O:28][CH3:29])[CH2:30][CH3:31]>>[CH3:1][O:2][c:3]1[c:4]([CH:12]=[CH:13][c:14]2[cH:15][cH:16][c:17]([O:20][C:21]([F:22])([F:23])[F:24])[cH:18][cH:19]2)[cH:5][c:6]([C:7](=[O:8])[NH:25][CH:26]([CH2:27][O:28][CH3:29])[CH2:30][CH3:31])[cH:10][cH:11]1. Starting materials: ClC1(C(C1(C)C)(Cl)Cl)C(=O)O (1,2,2-trichloro-3,3-dimethylcyclopropanecarboxylic acid), S(=O)(Cl)Cl (thionyl chloride). Product: ClC1(C(C1(C)C)(Cl)Cl)C(=O)Cl (1,2,2-trichloro-3,3-dimethylcyclopropanecarboxylic acid chloride). Reaction SMILES: [Cl:1][C:2]1([C:9]([OH:11])=O)[C:4]([CH3:6])([CH3:5])[C:3]1([Cl:8])[Cl:7].S(Cl)([Cl:14])=O>>[Cl:1][C:2]1([C:9]([Cl:14])=[O:11])[C:4]([CH3:6])([CH3:5])[C:3]1([Cl:8])[Cl:7]. Procedure: The 1,2,2-trichloro-2,2-dimethylcyclopropanecarboxylic acid (3.0 g) synthesized in Example k and thionyl chloride (1.0 ml) were mixed, and reacted at 60° C. The reaction mixture was distilled under reduced pressure to give the desired 1,2,2-trichloro-3,3-dimethylcyclopropanecarboxylic acid chloride (2.8 g) represented by the following formula. ##STR26## Reactants: FC1=C(C(=O)C=2N(C(=CC2)C)N2C(C=3C(C2=O)=CC=CC3)=O)C=CC=C1 (2-(2-fluorobenzoyl)-5-methyl-1-phthalimidopyrrole), CN (methylamine). Run in C(C)O (ethanol), O (H2O). Reaction conditions: time 5 hour. Yields the product NN1C(=CC=C1C)C(C1=C(C=CC=C1)F)=O (1-Amino-2-(2-fluorobenzoyl)-5-methylpyrrole). The yield is 83.4%. Reaction SMILES: [F:1][C:2]1[CH:26]=[CH:25][CH:24]=[CH:23][C:3]=1[C:4]([C:6]1[N:7]([N:12]2C(=O)C3=CC=CC=C3C2=O)[C:8]([CH3:11])=[CH:9][CH:10]=1)=[O:5].CN>C(O)C.O>[NH2:12][N:7]1[C:8]([CH3:11])=[CH:9][CH:10]=[C:6]1[C:4](=[O:5])[C:3]1[CH:23]=[CH:24][CH:25]=[CH:26][C:2]=1[F:1]. Procedure details: A rapidly stirred suspension of 2-(2-fluorobenzoyl)-5-methyl-1-phthalimidopyrrole (137 g, 0.39 mol) in 500 ml of 95% ethanol was treated with 230 ml of 40% w/w solution of methylamine and the mixture was further stirred at ambient temperature for 5 hours. The mixture was diluted with 300 ml of H2O and extracted with three 400 ml portions of dichloromethane. The combined extracts were dried (MgSO4), filtered, and evaporated to an oil which was purified by HPLC (silica gel, DCM) to give 71 g (83%)... Starting materials: CC1(OB(OC1(C)C)C=1C(=NC=CC1)NC(OC(C)(C)C)=O)C (tert-butyl 3-(4,4,5,5-tetramethyl-1,3,2-dioxaborolan-2-yl)pyridin-2-ylcarbamate), BrC1=C(C#N)C=CC=C1 (2-bromobenzonitrile), tetrakis(triphenyl-phosphine)palladium, C([O-])([O-])=O.[Na+].[Na+] (sodium carbonate), C1(=CC=CC=C1)C.C(C)O (toluene ethanol). Run in CO (methanol). Product: C1=C2C3=C(C(=NC2=NC=C1)N)C=CC=C3 (benzo[c][1,8]naphthyridin-6-amine). Reaction SMILES: CC1(C)C(C)(C)OB(C2[C:10]([NH:15][C:16](=O)OC(C)(C)C)=[N:11][CH:12]=[CH:13][CH:14]=2)O1.BrC1C=CC=CC=1C#[N:28].C(=O)([O-])[O-].[Na+].[Na+].[C:39]1([CH3:45])[CH:44]=[CH:43][CH:42]=[CH:41][CH:40]=1.C(O)C>CO>[CH:14]1[CH:13]=[CH:12][N:11]=[C:10]2[C:45]=1[C:39]1[CH:44]=[CH:43][CH:42]=[CH:41][C:40]=1[C:16]([NH2:28])=[N:15]2 |f:2.3.4,5.6|. Procedure: A solution of tert-butyl 3-(4,4,5,5-tetramethyl-1,3,2-dioxaborolan-2-yl)pyridin-2-ylcarbamate (1.0 eq.) and 2-bromobenzonitrile (1.0 eq.), tetrakis(triphenyl-phosphine)palladium (5 mol %), and 2N aqueous sodium carbonate solution (2.0 eq.) in toluene/ethanol (2:1, 0.03 M) was stirred at 100° C. overnight. After cooling to ambient temperature, the reaction content was diluted with methanol. The insoluble solids were filtered off, and the filtrate was concentrated en vacuo to obtain a crude residu... Product: CC1(C)C(C=C(Cl)Cl)C1C(=O)OC(C#N)c1cccc(Oc2ccccc2)c1. As a reaction SMILES: [CH2:1]1[O:2][CH2:3][CH2:4][O:5][CH2:6]1.[Cl:25][C:26](=[CH:27][CH:28]1[C:29]([CH3:34])([CH3:35])[CH:30]1[C:31](=[O:32])[Cl:33])[Cl:36].[Na:7][C:8]#[N:9].[O:10]([c:11]1[cH:12][cH:13][cH:14][cH:15][cH:16]1)[c:17]1[cH:18][c:19]([CH:20]=[O:21])[cH:22][cH:23][cH:24]1.[OH2:37]>>[C:8](#[N:9])[CH:20]([c:19]1[cH:18][c:17]([O:10][c:11]2[cH:12][cH:13][cH:14][cH:15][cH:16]2)[cH:24][cH:23][cH:22]1)[O:21][C:31]([CH:30]1[CH:28]([CH:27]=[C:26]([Cl:25])[Cl:36])[C:29]1([CH3:34])[CH3:35])=[O:32]. Starting materials: C1COCCO1, CC1(C)C(C=C(Cl)Cl)C1C(=O)Cl, N#C[Na], O=Cc1cccc(Oc2ccccc2)c1, O. Starting materials: S(=O)(Cl)Cl (thionyl chloride), COC=1C=C(CCN(C)CCO)C=CC1OC (2-[N-(3,4-dimethoxyphenethyl)-N-methylamino]ethanol). The solvent is C(Cl)Cl (methylene chloride). Run at time 24 hour. The product is ClCCN(C)CCC1=CC(=C(C=C1)OC)OC (1-chloro-2-[N-(3,4-dimethoxyphenethyl)-N-methylamino]ethane). RXN SMILES: [CH3:1][O:2][C:3]1[CH:4]=[C:5]([CH:13]=[CH:14][C:15]=1[O:16][CH3:17])[CH2:6][CH2:7][N:8]([CH2:10][CH2:11]O)[CH3:9].S(Cl)([Cl:20])=O>C(Cl)Cl>[Cl:20][CH2:11][CH2:10][N:8]([CH2:7][CH2:6][C:5]1[CH:13]=[CH:14][C:15]([O:16][CH3:17])=[C:3]([O:2][CH3:1])[CH:4]=1)[CH3:9]. Reported procedure: The 2-[N-(3,4-dimethoxyphenethyl)-N-methylamino]ethanol as produced in Example 4-(1) in an amount of 2 g (8.36 mmol) was added to methylene chloride (20 ml) and thionyl chloride (0.91 ml, 12.54 mmol) was slowly added dropwise at room temperature, followed by stirring for 24 h. Thereafter, the reaction mixture was subjected to extraction with methylene chloride and washed with a saturated solution of sodium bicarbonate, followed by drying with anhydrous magnesium sulfate and evaporation of the so... The reactants are O1CCN(CC1)C([C@@H](C)OC1OCCCC1)=O ((2R)-1-morpholino-2-((tetrahydro-2H-pyran-2-yl)oxy)propan-1-one), C(CCC)[Li] (n-butyl lithium), BrC1=NC=C(C=C1)Br (2,5-dibromopyridine). Run in C1(=CC=CC=C1)C (toluene), C1(=CC=CC=C1)C (toluene), petroleum ether. The product is BrC=1C=CC(=NC1)C([C@@H](C)OC1OCCCC1)=O ((2R)-1-(5-bromopyridin-2-yl)-2-((tetrahydro-2H-pyran-2-yl)oxy)propan-1-one). The yield is 61.8%. As a reaction SMILES: Br[C:2]1[CH:7]=[CH:6][C:5]([Br:8])=[CH:4][N:3]=1.C([Li])CCC.O1CCN([C:20](=[O:30])[C@H:21]([O:23][CH:24]2[CH2:29][CH2:28][CH2:27][CH2:26][O:25]2)[CH3:22])CC1>C1(C)C=CC=CC=1>[Br:8][C:5]1[CH:6]=[CH:7][C:2]([C:20](=[O:30])[C@H:21]([O:23][CH:24]2[CH2:29][CH2:28][CH2:27][CH2:26][O:25]2)[CH3:22])=[N:3][CH:4]=1. Procedure details: 2,5-dibromopyridine (5 g, 21.1 mmol) was dissolved in dried toluene (100 mL), cooled to −78° C., to which n-butyl lithium (9 mL, 22.5 mmol, 2.5 M solution in n-hexane) was added dropwise. The mixture was allowed to react at −78° C. for 2 hrs, and then the solution of (2R)-1-morpholino-2-((tetrahydro-2H-pyran-2-yl)oxy)propan-1-one (7.7 g, 31.6 mmol) in toluene was added dropwise and allowed to react at −78° C. for 5 hrs. The reaction was monitored by TLC (petroleum ether). After the reaction comp...